This data is from the Open Reaction Database (ORD), a public repository of structured organic reaction records. The task is: describe an organic reaction: reactants, conditions, products, and yield Reactants: CS(=O)(=O)c1ccc(Br)nc1, CC(C)(C)OC(=O)N1CCC(N)CC1, CCN(C(C)C)C(C)C, CC#N. Product: CC(C)(C)OC(=O)N1CCC(Nc2ccc(S(C)(=O)=O)cn2)CC1. Reaction SMILES: [Br:1][c:2]1[n:3][cH:4][c:5]([S:8](=[O:9])(=[O:10])[CH3:11])[cH:6][cH:7]1.[C:12]([CH3:13])([CH3:14])([CH3:15])[O:16][C:17](=[O:18])[N:19]1[CH2:20][CH2:21][CH:22]([NH2:25])[CH2:23][CH2:24]1.[CH2:26]([N:27]([CH:28]([CH3:29])[CH3:30])[CH:31]([CH3:32])[CH3:33])[CH3:34].[CH3:35][C:36]#[N:37]>>[c:2]1([NH:25][CH:22]2[CH2:21][CH2:20][N:19]([C:17]([O:16][C:12]([CH3:13])([CH3:14])[CH3:15])=[O:18])[CH2:24][CH2:23]2)[n:3][cH:4][c:5]([S:8](=[O:9])(=[O:10])[CH3:11])[cH:6][cH:7]1. Starting materials: C(CCC)[Li] (butyllithium), C[Si](C)(C)C1=CC=CC1 (trimethylsilylcyclopentadiene), Cl[Si](C)(C)C (Chlorotrimethylsilane). Run in ligroin, ligroin. Reaction conditions: temperature 40 celsius. Yields the product C[Si](C1=CC(=CC1)[Si](C)(C)C)(C)C (1,3-bis(trimethylsilyl)cyclopentadiene). RXN SMILES: [CH3:1][Si:2]([C:5]1[CH2:9][CH:8]=[CH:7][CH:6]=1)([CH3:4])[CH3:3].C([Li])CCC.Cl[Si:16]([CH3:19])([CH3:18])[CH3:17]>>[CH3:1][Si:2]([CH3:4])([CH3:3])[C:5]1[CH2:9][CH:8]=[C:7]([Si:16]([CH3:19])([CH3:18])[CH3:17])[CH:6]=1. Procedure: Freshly distilled trimethylsilylcyclopentadiene (1.6 g, 11.5 mmole) is dissolved in 10 ml of absolute ligroin. To this solution is added a solution of butyllithium (1.9N, 6.35 ml, 12.0 mmole) in ligroin dropwise with stirring. The mixture is stirred for one hour at room temperature. Chlorotrimethylsilane (2.6 g, 24 mmole) is added to the mixture under an argon sweep, and the resulting mixture heated for 3 hours at 40° C. The ligroin solution is filtered, the solvent evaporated, and the residue d...